From a dataset of the Open Reaction Database (ORD), a public repository of structured organic reaction records. describe an organic reaction: reactants, conditions, products, and yield The reactants are O1CCNCCOCCOCCNCCOCC1 (1,7,10,16-tetraoxa-4,13-diazacyclooctadecane), CC(C(=O)Cl)(CC)C (2,2-dimethylbutyryl chloride). The product is CC(C(=O)N1CCOCCOCCN(CCOCCOCC1)C(C(CC)(C)C)=O)(CC)C (4 , 13-Bis(2,2-dimethylbutyroyl)-1,7,10,16-tetraoxa-4,13-diazacyclooctadecane). As a reaction SMILES: [O:1]1[CH2:18][CH2:17][O:16][CH2:15][CH2:14][NH:13][CH2:12][CH2:11][O:10][CH2:9][CH2:8][O:7][CH2:6][CH2:5][NH:4][CH2:3][CH2:2]1.[CH3:19][C:20]([CH3:26])([CH2:24][CH3:25])[C:21](Cl)=[O:22]>>[CH3:19][C:20]([CH3:26])([CH2:24][CH3:25])[C:21]([N:4]1[CH2:5][CH2:6][O:7][CH2:8][CH2:9][O:10][CH2:11][CH2:12][N:13]([C:21](=[O:22])[C:20]([CH3:26])([CH3:19])[CH2:24][CH3:25])[CH2:14][CH2:15][O:16][CH2:17][CH2:18][O:1][CH2:2][CH2:3]1)=[O:22]. Procedure: Analogously to Example 2 from 1,7,10,16-tetraoxa-4,13-diazacyclooctadecane and 2,2-dimethylbutyryl chloride. The reactants are [Cl-].[Na+] (sodium chloride), ice, Cl.ClCC1=CN=C(N1)C(C)C (5-chloromethyl-2-isopropylimidazole hydrochloride), [C-]#N.[Na+] (sodium cyanide). The solvent is O (water), C([O-])(O)=O.[Na+] (sodium bicarbonate), CN(C=O)C (dimethylformamide), CN(C=O)C (dimethylformamide). Reaction conditions: temperature 25 celsius, time 8 hour. The product is C(#N)CC1=CN=C(N1)C(C)C (5-cyanomethyl-2-isopropylimidazole). Reaction SMILES: Cl.Cl[CH2:3][C:4]1[NH:8][C:7]([CH:9]([CH3:11])[CH3:10])=[N:6][CH:5]=1.[C-:12]#[N:13].[Na+].[Cl-].[Na+]>CN(C)C=O.O.C(=O)(O)[O-].[Na+]>[C:12]([CH2:3][C:4]1[NH:8][C:7]([CH:9]([CH3:11])[CH3:10])=[N:6][CH:5]=1)#[N:13] |f:0.1,2.3,4.5,8.9|. Procedure: To 200 ml of cold thionyl chloride is added 0.1 mole of 3-isopropylimidazol-5-ylmethanol. After stirring for 1 hour at 25° C. the excess thionyl chloride is evaporated under reduced pressure to give crude 5-chloromethyl-2-isopropylimidazole hydrochloride. To an ice cold solution of 5 mmole of 5-chloromethyl-2-isopropylimidazole hydrochloride in 25 ml of dry dimethylformamide is added a cold solution of powdered sodium cyanide (18 mmole) in 30 ml of dimethylformamide. The mixture is stirred overn... The reactants are CCOC(=O)Cc1cc(Cl)ccc1OCC(=O)N1CC(C)N(Cc2ccc(F)cc2)CC1C, CO, [Li+], C1CCOC1, [OH-], O, O. The product is CC1CN(C(=O)COc2ccc(Cl)cc2CC(=O)O)C(C)CN1Cc1ccc(F)cc1. Reaction SMILES: [CH2:1]([CH3:2])[O:3][C:4]([CH2:5][c:6]1[c:7]([O:13][CH2:14][C:15](=[O:16])[N:17]2[CH:18]([CH3:32])[CH2:19][N:20]([CH2:24][c:25]3[cH:26][cH:27][c:28]([F:31])[cH:29][cH:30]3)[CH:21]([CH3:23])[CH2:22]2)[cH:8][cH:9][c:10]([Cl:12])[cH:11]1)=[O:33].[CH3:42][OH:43].[Li+:36].[O:37]1[CH2:38][CH2:39][CH2:40][CH2:41]1.[OH-:35].[OH2:34].[OH2:44]>>[O:3]=[C:4]([CH2:5][c:6]1[c:7]([O:13][CH2:14][C:15](=[O:16])[N:17]2[CH:18]([CH3:32])[CH2:19][N:20]([CH2:24][c:25]3[cH:26][cH:27][c:28]([F:31])[cH:29][cH:30]3)[CH:21]([CH3:23])[CH2:22]2)[cH:8][cH:9][c:10]([Cl:12])[cH:11]1)[OH:33].